From a dataset of the Open Reaction Database (ORD), a public repository of structured organic reaction records. describe an organic reaction: reactants, conditions, products, and yield Reactants: N1C=NC=C1 (Imidazole), C(C)(C)(C)[Si](Cl)(C)C (tert-butyldimethylchloro silane), OC1=CC=C(C=C1)C1=NC2=C(N1C1CCCCC1)C=CC(=C2)C#N (2-[4-Hydroxyphenyl]-1-cyclohexyl-1H-benzimidazole-5-carbonitrile). Reaction conditions: time 15 hour. Procedure: Imidazole (2.72 g, 0.040 mol) and tert-butyldimethylchloro silane (2.89 g, 192 mmol) were added to a stirred solution of compound 6 (5.1 g, 16 mmol) in DMF (10 mL). Stirring was continued for 15 h at 100° C. Upon cooling 20 crystallized. The crystals were collected and washed with ethyl acetate followed by water. The yield of 20 (after drying) was 4.70 g (62%). Product: [Si](C)(C)(C(C)(C)C)OC1=CC=C(C=C1)C1=NC2=C(N1C1CCCCC1)C=CC(=C2)C#N (2-[4-(tert-Butyldimethylsilyoxy)phenyl]-1-cyclohexyl-1H-benzimidazole-5-carbonitrile). Solvent: CN(C)C=O (DMF). RXN SMILES: N1C=CN=C1.[C:6]([Si:10]([CH3:13])([CH3:12])Cl)([CH3:9])([CH3:8])[CH3:7].[OH:14][C:15]1[CH:20]=[CH:19][C:18]([C:21]2[N:25]([CH:26]3[CH2:31][CH2:30][CH2:29][CH2:28][CH2:27]3)[C:24]3[CH:32]=[CH:33][C:34]([C:36]#[N:37])=[CH:35][C:23]=3[N:22]=2)=[CH:17][CH:16]=1>CN(C=O)C>[Si:10]([O:14][C:15]1[CH:20]=[CH:19][C:18]([C:21]2[N:25]([CH:26]3[CH2:27][CH2:28][CH2:29][CH2:30][CH2:31]3)[C:24]3[CH:32]=[CH:33][C:34]([C:36]#[N:37])=[CH:35][C:23]=3[N:22]=2)=[CH:17][CH:16]=1)([C:6]([CH3:9])([CH3:8])[CH3:7])([CH3:13])[CH3:12].